This data is from the Open Reaction Database (ORD), a public repository of structured organic reaction records. The task is: describe an organic reaction: reactants, conditions, products, and yield Reactants: ClCC1CC2C3=CC=CC=C3C1C=1C=CC=CC21 (11-Chloromethyl-9,10-dihydro-9,10-ethanoanthracene), Cl (hydrochloric acid), OCCNC (2-hydroxyethylmethylamine). Run in C(C)(C)O (isopropyl alcohol), C=1(C(=CC=CC1)C)C (xylene), CCOCC (ether). Product: OCCN(C)CC1=CC=CC=2C3C4=CC=CC=C4C(C12)CC3 (N-(2-Hydroxyethyl)-N-methyl-9,10-Dihydro-9,10-ethanoanthracenylmethylamine). RXN SMILES: Cl[CH2:2][CH:3]1[CH:12]2[C:13]3[CH:14]=[CH:15][CH:16]=[CH:17][C:18]=3[CH:5]([C:6]3[C:11]2=[CH:10][CH:9]=[CH:8][CH:7]=3)[CH2:4]1.[OH:19][CH2:20][CH2:21][NH:22][CH3:23].Cl>C1(C)C(C)=CC=CC=1.CCOCC.C(O)(C)C>[OH:19][CH2:20][CH2:21][N:22]([CH2:2][C:3]1[C:4]2[CH:5]3[CH2:6][CH2:7][CH:8]([C:13]4[C:18]3=[CH:17][CH:16]=[CH:15][CH:14]=4)[C:9]=2[CH:10]=[CH:11][CH:12]=1)[CH3:23]. Reported procedure: 11-Chloromethyl-9,10-dihydro-9,10-ethanoanthracene (45 gm) was combined with 2-hydroxyethylmethylamine (45 gm) in xylene (300 ml) and the mixture heated to reflux for 17 days. The mixture was cooled to room temperature and extracted with 1 N hydrochloric acid (3×100 ml). The combined acid solutions were washed with ether (100 ml), made basic with the addition of 50% sodium hydroxide solution and the mixture extracted with ether (3×100 ml). The combined ether solutions were dried over magnesium s... The reactants are BrC1=C(C=CC(=C1)Cl)O (2-bromo-4-chlorophenol), COC(C(C)Br)=O (methyl-2-bromopropionate), C(=O)([O-])[O-].[K+].[K+] (K2CO3). Run in COCCOC (DME). Yields the product BrC1=C(OC(C(=O)OC)C)C=CC(=C1)Cl (methyl 2-(2-bromo-4-chlorophenoxy)propanoate). Reaction SMILES: [Br:1][C:2]1[CH:7]=[C:6]([Cl:8])[CH:5]=[CH:4][C:3]=1[OH:9].[CH3:10][O:11][C:12](=[O:16])[CH:13](Br)[CH3:14].C([O-])([O-])=O.[K+].[K+]>COCCOC>[Br:1][C:2]1[CH:7]=[C:6]([Cl:8])[CH:5]=[CH:4][C:3]=1[O:9][CH:13]([CH3:14])[C:12]([O:11][CH3:10])=[O:16] |f:2.3.4|. Procedure details: A mixture of 2-bromo-4-chlorophenol (250 mg; 1.21 mmol) and methyl-2-bromopropionate (VWR; 135 μL, 1.21 mmol) in DME (5 mL) was treated with K2CO3 (250 mg, 1.81 mmol) and refluxed for 18 hours. The reaction mixture was filtered, the filtrate was concentrated and purified by flash column chromatography (silica), eluting with heptane containing increasing amounts of EtOAc. The title compound was obtained as a yellow liquid (306 mg; 87%). Reactants: CCCCN(Cc1ccc(C(F)(F)F)cc1)C(=O)COc1ccc(CC(OCC)C(=O)OCC)cc1, CC#N, [Li+], [OH-]. Yields the product CCCCN(Cc1ccc(C(F)(F)F)cc1)C(=O)COc1ccc(CC(OCC)C(=O)O)cc1. Reaction SMILES: [CH2:1]([CH3:2])[O:3][C:4]([CH:5]([CH2:6][c:7]1[cH:8][cH:9][c:10]([O:13][CH2:14][C:15](=[O:16])[N:17]([CH2:18][c:19]2[cH:20][cH:21][c:22]([C:25]([F:26])([F:27])[F:28])[cH:23][cH:24]2)[CH2:29][CH2:30][CH2:31][CH3:32])[cH:11][cH:12]1)[O:33][CH2:34][CH3:35])=[O:36].[CH3:39][C:40]#[N:41].[Li+:38].[OH-:37]>>[O:3]=[C:4]([CH:5]([CH2:6][c:7]1[cH:8][cH:9][c:10]([O:13][CH2:14][C:15](=[O:16])[N:17]([CH2:18][c:19]2[cH:20][cH:21][c:22]([C:25]([F:26])([F:27])[F:28])[cH:23][cH:24]2)[CH2:29][CH2:30][CH2:31][CH3:32])[cH:11][cH:12]1)[O:33][CH2:34][CH3:35])[OH:36]. The reactants are solution, [H-].C(C(C)C)[Al+]CC(C)C (diisobutyl aluminum hydride), COC([C@@H](NC(=O)OC(C)(C)C)[C@@H](C)CC)=O (N-(t-butyloxycarbonyl)-L-isoleucine methyl ester). Solvent: CCCCCC (hexane), C1(=CC=CC=C1)C (toluene). Conditions: temperature -78 celsius, time 15 minute. The product is C(C)(C)(C)OC(=O)N[C@@H]([C@@H](C)CC)C=O (N-(t-butyloxycarbonyl)-L-Isoleucinal). The yield is 98.0%. RXN SMILES: C[O:2][C:3](=O)[C@H:4]([C@H:13]([CH2:15][CH3:16])[CH3:14])[NH:5][C:6]([O:8][C:9]([CH3:12])([CH3:11])[CH3:10])=[O:7].[H-].C([Al+]CC(C)C)C(C)C>C1(C)C=CC=CC=1.CCCCCC>[C:9]([O:8][C:6]([NH:5][C@H:4]([CH:3]=[O:2])[C@H:13]([CH2:15][CH3:16])[CH3:14])=[O:7])([CH3:10])([CH3:12])[CH3:11] |f:1.2|. Procedure: A mixture of L-isoleucine methyl ester (24.3 g., 0.134 mmoles) and triethylamine (13.5 g., 0.134 mmoles) in methylene chloride (210 ml.) was prepared and a solution of ditertbutyldicarbonate (Aldrich, 29.1 g., 0.134 mmoles) in methylene chloride (25 ml.) was added dropwise to this mixture at 0° C. After completion of this addition, the mixture was allowed to warm to room temperature overnight and was then filtered. The filtrate was washed successively with H2O (3×75 ml.), aqueous 0.1N HCl soluti... Reactants: O=Cc1ccc(Oc2ccccc2)c(Br)c1, CSCCCOc1cc(C)c(B(O)O)c(C)c1, Cc1ccccc1, CCOC(C)=O, COc1cccc(OC)c1-c1ccccc1P(C1CCCCC1)C1CCCCC1, [K+], [K+], [K+], O=C(C=Cc1ccccc1)C=Cc1ccccc1, O=C(C=Cc1ccccc1)C=Cc1ccccc1, O=C(C=Cc1ccccc1)C=Cc1ccccc1, O, O=P([O-])([O-])[O-], [Pd], [Pd]. Yields the product CSCCCOc1cc(C)c(-c2cc(C=O)ccc2Oc2ccccc2)c(C)c1. Reaction SMILES: [Br:1][c:2]1[cH:3][c:4]([CH:5]=[O:6])[cH:7][cH:8][c:9]1[O:10][c:11]1[cH:12][cH:13][cH:14][cH:15][cH:16]1.[CH3:17][c:18]1[c:19]([B:31]([OH:32])[OH:33])[c:20]([CH3:30])[cH:21][c:22]([O:24][CH2:25][CH2:26][CH2:27][S:28][CH3:29])[cH:23]1.[CH3:71][c:72]1[cH:73][cH:74][cH:75][cH:76][cH:77]1.[CH3:79][CH2:80][O:81][C:82](=[O:83])[CH3:84].[CH:34]1([P:35]([CH:36]2[CH2:37][CH2:38][CH2:39][CH2:40][CH2:41]2)[c:42]2[cH:43][cH:44][cH:45][cH:46][c:47]2-[c:48]2[c:49]([O:50][CH3:51])[cH:52][cH:53][cH:54][c:55]2[O:56][CH3:57])[CH2:58][CH2:59][CH2:60][CH2:61][CH2:62]1.[K+:68].[K+:69].[K+:70].[O:105]=[C:106]([CH:107]=[CH:108][c:109]1[cH:110][cH:111][cH:112][cH:113][cH:114]1)[CH:115]=[CH:116][c:117]1[cH:118][cH:119][cH:120][cH:121][cH:122]1.[O:123]=[C:124]([CH:125]=[CH:126][c:127]1[cH:128][cH:129][cH:130][cH:131][cH:132]1)[CH:133]=[CH:134][c:135]1[cH:136][cH:137][cH:138][cH:139][cH:140]1.[O:87]=[C:88]([CH:89]=[CH:90][c:91]1[cH:92][cH:93][cH:94][cH:95][cH:96]1)[CH:97]=[CH:98][c:99]1[cH:100][cH:101][cH:102][cH:103][cH:104]1.[OH2:78].[P:63]([O-:64])([O-:65])([O-:66])=[O:67].[Pd:85].[Pd:86]>>[c:2]1(-[c:19]2[c:18]([CH3:17])[cH:23][c:22]([O:24][CH2:25][CH2:26][CH2:27][S:28][CH3:29])[cH:21][c:20]2[CH3:30])[cH:3][c:4]([CH:5]=[O:6])[cH:7][cH:8][c:9]1[O:10][c:11]1[cH:12][cH:13][cH:14][cH:15][cH:16]1. The reactants are OC1=CC=C2C(COC2=C1)=O (6-Hydroxycoumaran-3-one), O.NN (hydrazine hydrate). The solvent is C(C)O (ethanol). Conditions: time 1.5 hour. Yields the product OC1=CC2=C(CCO2)C=C1 (6-hydroxy-2,3-dihydrobenzofuran). As a reaction SMILES: [OH:1][C:2]1[CH:10]=[C:9]2[C:5]([C:6](=O)[CH2:7][O:8]2)=[CH:4][CH:3]=1.O.NN>C(O)C>[OH:1][C:2]1[CH:3]=[CH:4][C:5]2[CH2:6][CH2:7][O:8][C:9]=2[CH:10]=1 |f:1.2|. Procedure details: 6-Hydroxycoumaran-3-one (15 g) was suspended in ethanol (75 ml) and hydrazine hydrate (10 ml, 90%) was added and the mixture heated at reflux for 1 hour. The solvent was evaporated and a solution of potassium hydroxide (15 g) in ethylene glycol (100 ml) was added to the residue. The resulting mixture was distilled with stirring until the internal temperature reached 185°-190° C. This temperature was maintained until no more nitrogen was evolved, approximately 1.5 hours. After cooling, the mixtur... The reactants are C(#N)C1(CCN(CC1)N(C)C)N(C(CC1=C(C=C(C=C1C)C)C)=O)C (N-(4-Cyano-1-dimethylamino-piperidin-4-yl)-N-methyl-2-(2,4,6-trimethylphenyl)-acetamide), CO (methanol), S(O)(O)(=O)=O (sulfuric acid). Run at time 3 hour. Yields the product COC(=O)C1(CCN(CC1)N(C)C)N(C(CC1=C(C=C(C=C1C)C)C)=O)C (1-Dimethylamino-4-{methyl-[2-(2,4,6-trimethyl-phenyl)-acetyl]-amino}-piperidine-4-carboxylic acid methyl ester). Reaction SMILES: [C:1]([C:3]1([N:12]([CH3:25])[C:13](=[O:24])[CH2:14][C:15]2[C:20]([CH3:21])=[CH:19][C:18]([CH3:22])=[CH:17][C:16]=2[CH3:23])[CH2:8][CH2:7][N:6]([N:9]([CH3:11])[CH3:10])[CH2:5][CH2:4]1)#N.S(=O)(=O)(O)[OH:27].[CH3:31][OH:32]>>[CH3:31][O:32][C:1]([C:3]1([N:12]([CH3:25])[C:13](=[O:24])[CH2:14][C:15]2[C:20]([CH3:21])=[CH:19][C:18]([CH3:22])=[CH:17][C:16]=2[CH3:23])[CH2:8][CH2:7][N:6]([N:9]([CH3:11])[CH3:10])[CH2:5][CH2:4]1)=[O:27]. Procedure details: 1.30 g N-(4-Cyano-1-dimethylamino-piperidin-4-yl)-N-methyl-2-(2,4,6-trimethyl-phenyl)-acetamide (from Step 2) is dissolved in 2.6 ml methanol, and 1 ml concentrated sulfuric acid is added. The mixture is stirred at room temperature for 3 hours, then at 65° C. for 3 hours, then poured on ice. The mixture is extracted three times with ethyl acetate, washed with brine, dried over sodium sulfate, and the solvent evaporated. Thus, 750 mg 1-Dimethylamino-4-{methyl-[2-(2,4,6-trimethyl-phenyl)-acetyl]-a...